This data is from the Open Reaction Database (ORD), a public repository of structured organic reaction records. The task is: describe an organic reaction: reactants, conditions, products, and yield Starting materials: NC1=CC=C2C(=N1)OC(=N2)C2=CC=CC=C2 (5-amino-2-phenyloxazolo[5,4-b]pyridine), N1=CC=CC=C1 (pyridine), C(C)(C)OC(=O)Cl (isopropylchloroformate). Run in O (water). Conditions: time 5 day. Yields the product C(C)(C)OC(=O)NC1=CC=C2C(=N1)OC(=N2)C2=CC=CC=C2 (5-isopropoxycarbonylamino-2-phenyloxazolo[5,4-b]pyridine). Reaction SMILES: [NH2:1][C:2]1[N:7]=[C:6]2[O:8][C:9]([C:11]3[CH:16]=[CH:15][CH:14]=[CH:13][CH:12]=3)=[N:10][C:5]2=[CH:4][CH:3]=1.N1C=CC=CC=1.[CH:23]([O:26][C:27](Cl)=[O:28])([CH3:25])[CH3:24]>O>[CH:23]([O:26][C:27]([NH:1][C:2]1[N:7]=[C:6]2[O:8][C:9]([C:11]3[CH:16]=[CH:15][CH:14]=[CH:13][CH:12]=3)=[N:10][C:5]2=[CH:4][CH:3]=1)=[O:28])([CH3:25])[CH3:24]. Procedure: A mixture of 300 mg. of 5-amino-2-phenyloxazolo[5,4-b]pyridine and 3 ml. of pyridine was cooled in ice and to it was added 0.2 ml. of isopropylchloroformate. The mixture was allowed to age in the refrigerator for 5 days, and diluted with ice and water. The precipitate was collected and recrystallized from isopropanol to give 5-isopropoxycarbonylamino-2-phenyloxazolo[5,4-b]pyridine, m.p. 210°-211° C.